From a dataset of the Open Reaction Database (ORD), a public repository of structured organic reaction records. describe an organic reaction: reactants, conditions, products, and yield Starting materials: ClC=1C(=NC(=NC1)NC1=C(C=C(C(=C1)C)C1CCNCC1)F)NC1=NNC(=C1)C (5-chloro-N2-(2-fluoro-5-methyl-4-(piperidin-4-yl)phenyl)-N4-(5-methyl-1H-pyrazol-3-yl)pyrimidine-2,4-diamine), C1(CC(CC1)=O)=O (cyclopentane-1,3-dione), C(#N)[BH3-].[Na+] (sodium cyanoborohydride), CCN(C(C)C)C(C)C (DIEA), C(#N)[BH3-].[Na+] (sodium cyanoborohydride). Run in CO (MeOH). Conditions: temperature 60 celsius, time 2.5 hour. The product is ClC=1C(=NC(=NC1)NC1=CC(=C(C=C1F)C1CCN(CC1)C1=CC(CC1)=O)C)NC1=NNC(=C1)C (3-(4-(4-(5-Chloro-4-(5-methyl-1H-pyrazol-3-ylamino)pyrimidin-2-ylamino)-5-fluoro-2-methylphenyl)piperidin-1-yl)cyclopent-2-en-one). Reaction SMILES: [Cl:1][C:2]1[C:3]([NH:23][C:24]2[CH:28]=[C:27]([CH3:29])[NH:26][N:25]=2)=[N:4][C:5]([NH:8][C:9]2[CH:14]=[C:13]([CH3:15])[C:12]([CH:16]3[CH2:21][CH2:20][NH:19][CH2:18][CH2:17]3)=[CH:11][C:10]=2[F:22])=[N:6][CH:7]=1.[C:30]1(=O)[CH2:34][CH2:33][C:32](=[O:35])[CH2:31]1.C([BH3-])#N.[Na+].CCN(C(C)C)C(C)C>CO>[Cl:1][C:2]1[C:3]([NH:23][C:24]2[CH:28]=[C:27]([CH3:29])[NH:26][N:25]=2)=[N:4][C:5]([NH:8][C:9]2[C:10]([F:22])=[CH:11][C:12]([CH:16]3[CH2:17][CH2:18][N:19]([C:30]4[CH2:34][CH2:33][C:32](=[O:35])[CH:31]=4)[CH2:20][CH2:21]3)=[C:13]([CH3:15])[CH:14]=2)=[N:6][CH:7]=1 |f:2.3|. Procedure details: A mixture of 5-chloro-N2-(2-fluoro-5-methyl-4-(piperidin-4-yl)phenyl)-N4-(5-methyl-1H-pyrazol-3-yl)pyrimidine-2,4-diamine (43 mg, 0.1 mmol), cyclopentane-1,3-dione (89 mg, 9.1 mmol), sodium cyanoborohydride (19 mg, 0.3 mmol) and DIEA (0.2 mL, 11 mmol) in MeOH (1 mL) was stirred in a sealed vial at 60° C. After 2.5 h, additional sodium cyanoborohydride (19 mg, 0.3 mmol) was added and the reaction continued to stir at 60° C. overnight. The mixture was purified by RP-HPLC to give 3-(4-(4-(5-Chloro-... Starting materials: NC1=C(C=C(C=C1)N1CC(CCC1)N1CCN(CC1)C(C)=O)OC (1-{4-[1-(4-amino-3-methoxy-phenyl)-piperidin-3-yl]-piperazin-1-yl}-ethanone), CS(=O)C1=NN2C(C=N1)=CC=C2C2=C(C=CC=C2)OC (2-methanesulfinyl-7-(2-methoxy-phenyl)-pyrrolo[2,1-f][1,2,4]triazine), C(C)(C)N(C(C)C)CC (N,N-Diisopropylethylamine). Solvent: CO (methanol), COCCO (2-methoxyethanol). Yields the product COC=1C=C(C=CC1NC1=NN2C(C=N1)=CC=C2C2=C(C=CC=C2)OC)N2CC(CCC2)N2CCN(CC2)C(C)=O (1-[4-(1-{3-Methoxy-4-[7-(2-methoxy-phenyl)-pyrrolo[2,1-f][1,2,4]triazin-2-ylamino]-phenyl}-piperidin-3-yl)-piperazin-1-yl]-ethanone). Yield: 38.2%. Reaction SMILES: [NH2:1][C:2]1[CH:7]=[CH:6][C:5]([N:8]2[CH2:13][CH2:12][CH2:11][CH:10]([N:14]3[CH2:19][CH2:18][N:17]([C:20](=[O:22])[CH3:21])[CH2:16][CH2:15]3)[CH2:9]2)=[CH:4][C:3]=1[O:23][CH3:24].CS([C:28]1[N:33]=[CH:32][C:31]2=[CH:34][CH:35]=[C:36]([C:37]3[CH:42]=[CH:41][CH:40]=[CH:39][C:38]=3[O:43][CH3:44])[N:30]2[N:29]=1)=O.C(N(CC)C(C)C)(C)C>COCCO.CO>[CH3:24][O:23][C:3]1[CH:4]=[C:5]([N:8]2[CH2:13][CH2:12][CH2:11][CH:10]([N:14]3[CH2:15][CH2:16][N:17]([C:20](=[O:22])[CH3:21])[CH2:18][CH2:19]3)[CH2:9]2)[CH:6]=[CH:7][C:2]=1[NH:1][C:28]1[N:33]=[CH:32][C:31]2=[CH:34][CH:35]=[C:36]([C:37]3[CH:42]=[CH:41][CH:40]=[CH:39][C:38]=3[O:43][CH3:44])[N:30]2[N:29]=1. Reported procedure: A mixture of 1-{4-[1-(4-amino-3-methoxy-phenyl)-piperidin-3-yl]-piperazin-1-yl}-ethanone (80 mg, 0.24 mmol) and 2-methanesulfinyl-7-(2-methoxy-phenyl)-pyrrolo[2,1-f][1,2,4]triazine (46 mg, 0.16 mmol) in 2-methoxyethanol (0.50 mL) and treated with N,N-Diisopropylethylamine (56 μL, 0.32 mmol). The reaction was microwaved on 300 watts, 200 C for 9.5 hours. The sample was diluted with methanol (10 mL), filtered and concentrated. The crude product was purified by RF-HPLC to afford 34 mg of the title ... The reactants are CCCCCC.CC (hexane ethane), FCC(C#C)(O)CF (1-fluoro-2-fluoromethyl-3-butyn-2-ol), ClC1=CC=C(C=C1)S(=O)(=O)Cl (p-chlorobenzenesulfonyl chloride), [H-].[Na+] (sodium hydride). The solvent is O1CCCC1 (tetrahydrofuran). Reaction conditions: time 4 hour. Yields the product ClC1=CC=C(C=C1)S(=O)(=O)OC(CF)(C#C)CF (1-Fluoro-2-fluoromethyl-3-butyn-2-yl p-Chlorobenzenesulfonate). Isolated yield 75.0%. As a reaction SMILES: [F:1][CH2:2][C:3]([CH2:7][F:8])([OH:6])[C:4]#[CH:5].[Cl:9][C:10]1[CH:15]=[CH:14][C:13]([S:16](Cl)(=[O:18])=[O:17])=[CH:12][CH:11]=1.[H-].[Na+].CCCCCC.CC>O1CCCC1>[Cl:9][C:10]1[CH:15]=[CH:14][C:13]([S:16]([O:6][C:3]([CH2:7][F:8])([C:4]#[CH:5])[CH2:2][F:1])(=[O:18])=[O:17])=[CH:12][CH:11]=1 |f:2.3,4.5|. Reported procedure: An amount (1.2 g) of 1-fluoro-2-fluoromethyl-3-butyn-2-ol and p-chlorobenzenesulfonyl chloride (2.1 g) were dissolved in tetrahydrofuran (10 ml); to the solution under cooling with ice, 60% oily sodium hydride (0.48 g) was added under a nitrogen atmosphere. After the end of the addition, the mixture was stirred for 4 hours while its temperature was raised to room temperature. A hexane/ethane mixed solvent (1/1) was added to the reaction mixture, which was then washed with water and a saturated a... Starting materials: B(Br)(Br)Br (Boron tribromide), ice, COC1=CC=C(C=C1)N1N=C(C=C1C1=CC=C(C=C1)S(=O)(=O)C)C(F)(F)F (1-(4-methoxyphenyl)-5-[4-(methylsulfonyl)phenyl]-3-(trifluoromethyl)pyrazole). Solvent: ClCCl (dichloromethane). Conditions: temperature 5 celsius, time 2 hour. Product: OC1=CC=C(C=C1)N1N=C(C=C1C1=CC=C(C=C1)S(=O)(=O)C)C(F)(F)F (1-(4-hydroxyphenyl)-5-[4-(methylsulfonyl)phenyl]-3-(trifluoromethyl)pyrazole). Isolated yield 67.4%. As a reaction SMILES: B(Br)(Br)Br.C[O:6][C:7]1[CH:12]=[CH:11][C:10]([N:13]2[C:17]([C:18]3[CH:23]=[CH:22][C:21]([S:24]([CH3:27])(=[O:26])=[O:25])=[CH:20][CH:19]=3)=[CH:16][C:15]([C:28]([F:31])([F:30])[F:29])=[N:14]2)=[CH:9][CH:8]=1>ClCCl>[OH:6][C:7]1[CH:8]=[CH:9][C:10]([N:13]2[C:17]([C:18]3[CH:19]=[CH:20][C:21]([S:24]([CH3:27])(=[O:26])=[O:25])=[CH:22][CH:23]=3)=[CH:16][C:15]([C:28]([F:29])([F:30])[F:31])=[N:14]2)=[CH:11][CH:12]=1. Procedure: Boron tribromide (1M in dichloromethane; 11 ml) was added to an ice-cooled solution of 1-(4-methoxyphenyl)-5-[4-(methylsulfonyl)phenyl]-3-(trifluoromethyl)pyrazole (1.4 g) in dichloromethane (30 ml). The mixture was stirred at 5° C. for 2 hours and concentrated in vacuo. The residue was triturated in dilute hydrochloric acid. The obtained powder was recrystallized from ethanol to give colorless crystals of 1-(4-hydroxyphenyl)-5-[4-(methylsulfonyl)phenyl]-3-(trifluoromethyl)pyrazole (0.91 g). The reactants are C(C)(C)(C)OC(=O)N1[C@@H](CC(C1)CC(=O)O)C(=O)N1CSCC1 ((2S)-4-Carboxymethyl-2-(thiazolidine-3-carbonyl)-pyrrolidine-1-carboxylic acid tert-butyl ester), C(CC)N(C(C(=O)NCC1CNC(C1)C(=O)N1CSCC1)C)CCC (2-Dipropylamino-N-[5-(thiazolidine-3-carbonyl)-pyrrolidin-3-ylmethyl]-propionamide), F[C@@H]1CNCC1 ((3S)-3-Fluoro-pyrrolidine), C(C)N1CCN(CC1)C(CC1CN[C@@H](C1)C(=O)N1CSCC1)=O ((5S)-1-(4-Ethyl-piperazin-1-yl)-2-[5-(thiazolidine-3-carbonyl)-pyrrolidin-3-yl]-ethanone). Product: O(C1=CC=CC=C1)CCCC(=O)NC[C@@H]1CN[C@@H](C1)C(=O)N1CSCC1 ((3S, 5S)-4-Phenoxy-N-[5-(thiazolidine-3-carbonyl)-pyrrolidin-3-ylmethyl]-butyramide). RXN SMILES: C(OC([N:8]1[CH2:12][CH:11]([CH2:13]C(O)=O)[CH2:10][C@H:9]1[C:17]([N:19]1[CH2:23][CH2:22][S:21][CH2:20]1)=[O:18])=O)(C)(C)C.F[C@H]1CCNC1.C(N1CCN([C:38](=[O:52])[CH2:39][CH:40]2[CH2:44][C@@H:43]([C:45](N3CCSC3)=O)NC2)CC1)C.C(N(CCC)C(C)C(NC[CH:62]1[CH2:66][CH:65]([C:67]([N:69]2CCSC2)=[O:68])NC1)=O)CC>>[O:52]([CH2:62][CH2:66][CH2:65][C:67]([NH:69][CH2:13][C@H:11]1[CH2:10][C@@H:9]([C:17]([N:19]2[CH2:23][CH2:22][S:21][CH2:20]2)=[O:18])[NH:8][CH2:12]1)=[O:68])[C:38]1[CH:39]=[CH:40][CH:44]=[CH:43][CH:45]=1. Procedure details: (2S′, 3S, 5S)-2-Dipropylamino-N-[5-(thiazolidine-3-carbonyl)-pyrrolidin-3-ylmethyl]-propionamide; Yields the product O=C(O)C1CCC(CNS(=O)(=O)c2ccccc2)CC1. Starting materials: NCC1CCC(C(=O)O)CC1, [Na+], [OH-], O, O=S(=O)(Cl)c1ccccc1. RXN SMILES: [NH2:1][CH2:2][CH:3]1[CH2:4][CH2:5][CH:6]([C:9](=[O:10])[OH:11])[CH2:7][CH2:8]1.[Na+:13].[OH-:12].[OH2:24].[c:14]1([S:20](=[O:21])(=[O:22])[Cl:23])[cH:15][cH:16][cH:17][cH:18][cH:19]1>>[NH:1]([CH2:2][CH:3]1[CH2:4][CH2:5][CH:6]([C:9](=[O:10])[OH:11])[CH2:7][CH2:8]1)[S:20]([c:14]1[cH:15][cH:16][cH:17][cH:18][cH:19]1)(=[O:21])=[O:22]. Starting materials: CCOC(=O)c1cn(C2CC2)c2c(C)c(N3CCN(C)CC3)c(F)c(C)c2c1=O, CCO, [Na+], [OH-], O. Product: Cc1c(F)c(N2CCN(C)CC2)c(C)c2c1c(=O)c(C(=O)O)cn2C1CC1. RXN SMILES: [CH3:1][N:2]1[CH2:3][CH2:4][N:5]([c:8]2[c:9]([F:29])[c:10]([CH3:28])[c:11]3[c:12](=[O:27])[c:13]([C:22](=[O:23])[O:24][CH2:25][CH3:26])[cH:14][n:15]([CH:19]4[CH2:20][CH2:21]4)[c:16]3[c:17]2[CH3:18])[CH2:6][CH2:7]1.[CH3:32][CH2:33][OH:34].[Na+:31].[OH-:30].[OH2:35]>>[CH3:1][N:2]1[CH2:3][CH2:4][N:5]([c:8]2[c:9]([F:29])[c:10]([CH3:28])[c:11]3[c:12](=[O:27])[c:13]([C:22](=[O:23])[OH:24])[cH:14][n:15]([CH:19]4[CH2:20][CH2:21]4)[c:16]3[c:17]2[CH3:18])[CH2:6][CH2:7]1. Reactants: C(C1=CC(=CC=C1)OC)=O (m-anisaldehyde), C(CC(=O)C)(=O)OCCN1CCN(CC1)C(C1=CC=C(C=C1)C)C1=CC=C(C=C1)C (2-[4-(4,4'-dimethylbenzhydryl)-1-piperazinyl]ethyl acetoacetate), N\C(=C/C(=O)OCC)\C (ethyl 3-aminocrotonate). Run in C(C)(C)O (isopropyl alcohol). The product is COC=1C=C(C=CC1)C1C(=C(NC(=C1C(=O)OCC)C)C)C(=O)OCCN1CCN(CC1)C(C1=CC=C(C=C1)C)C1=CC=C(C=C1)C (2-[4-(4,4'-dimethylbenzhydryl)-1-piperazinyl]ethyl ethyl 4-(3-methoxyphenyl)-2,6-dimethyl-1,4-dihydropyridine-3,5-dicarboxylate). Isolated yield 42.2%. As a reaction SMILES: [CH:1](=O)[C:2]1[CH:7]=[CH:6][CH:5]=[C:4]([O:8][CH3:9])[CH:3]=1.[C:11]([O:17][CH2:18][CH2:19][N:20]1[CH2:25][CH2:24][N:23]([CH:26]([C:34]2[CH:39]=[CH:38][C:37]([CH3:40])=[CH:36][CH:35]=2)[C:27]2[CH:32]=[CH:31][C:30]([CH3:33])=[CH:29][CH:28]=2)[CH2:22][CH2:21]1)(=[O:16])[CH2:12][C:13]([CH3:15])=O.[NH2:41]/[C:42](/[CH3:49])=[CH:43]\[C:44]([O:46][CH2:47][CH3:48])=[O:45]>C(O)(C)C>[CH3:9][O:8][C:4]1[CH:3]=[C:2]([CH:1]2[C:43]([C:44]([O:46][CH2:47][CH3:48])=[O:45])=[C:42]([CH3:49])[NH:41][C:13]([CH3:15])=[C:12]2[C:11]([O:17][CH2:18][CH2:19][N:20]2[CH2:25][CH2:24][N:23]([CH:26]([C:27]3[CH:28]=[CH:29][C:30]([CH3:33])=[CH:31][CH:32]=3)[C:34]3[CH:35]=[CH:36][C:37]([CH3:40])=[CH:38][CH:39]=3)[CH2:22][CH2:21]2)=[O:16])[CH:7]=[CH:6][CH:5]=1. Procedure details: A mixture of m-anisaldehyde, 2-[4-(4,4'-dimethylbenzhydryl)-1-piperazinyl]ethyl acetoacetate and ethyl 3-aminocrotonate was worked up in isopropyl alcohol in the same manner as Example 1 to give 2-[4-(4,4'-dimethylbenzhydryl)-1-piperazinyl]ethyl ethyl 4-(3-methoxyphenyl)-2,6-dimethyl-1,4-dihydropyridine-3,5-dicarboxylate as a colorless powder, m.p. 75°-78° C. (sintering). Yield 42.2%. IR(Nujol)cm-1 : 3330, 1690. NMR(CDCl3) δ: 1.18(3H,t, J=7,--CH2CH3), 2.25(6H,s, ##STR46## 2.27(3H,s, ##STR47## 2.... The reactants are COC(CCCCC(C)=O)=O (6-oxo-heptanoic acid methyl ester), COC(OC)OC (trimethylorthoformate), C(CO)O (ethylene glycol), N#N (N2), LiBF4. Conditions: temperature 95 celsius. Product: COC(CCCCC1(OCCO1)C)=O (5-(2-Methyl-[1,3]dioxolan-2-yl)-pentanoic acid methyl ester). Reaction SMILES: N#N.[CH3:3][O:4][C:5](=[O:13])[CH2:6][CH2:7][CH2:8][CH2:9][C:10](=[O:12])[CH3:11].COC(OC)OC.[CH2:21](O)[CH2:22][OH:23]>>[CH3:3][O:4][C:5](=[O:13])[CH2:6][CH2:7][CH2:8][CH2:9][C:10]1([CH3:11])[O:23][CH2:22][CH2:21][O:12]1. Reported procedure: In a flame dried round-bottomed flask equipped with a magnetic stir bar and under inert atmosphere (N2), a solution of 6-oxo-heptanoic acid methyl ester (7.96 g, 50.32 mmol) in ethylene glycol (55.0 mL) was treated with trimethylorthoformate (10.65 mL, 110.14 mmol) followed by LiBF4 (963 mg, 10.06 mmol). The reaction mixture was heated at 95° C. for 14 h. The reaction mixture was cooled to rt and partitioned between EA and sat. aq. NaHCO3 The layers were separated and the aq. layer extracted wit... The reactants are Cl (hydrochloric acid), N(=O)[O-].[Na+] (sodium nitrite), C(C)(=O)OC=1C(=C2C(CC(OC2=C(C1C)C)(C)COC1=CC=C(C=C1)N)=O)C (6-acetoxy-2-(4-aminophenoxymethyl)-2,5,7,8-tetramethylchroman-4-one), C(C=C)(=O)OCC (ethyl acrylate), cuprous oxide. Run in O (water), CC(=O)C (acetone), O (Water), C1=CC=CC=C1 (benzene). Conditions: time 30 minute. The product is C(C)(=O)OC=1C(=C2C(CC(OC2=C(C1C)C)(C)COC1=CC=C(C=C1)CC(C(=O)OCC)Cl)=O)C (ethyl 3-[4-(6-acetoxy-2,5,7,8-tetramethyl-4-oxochroman-2-ylmethoxy)phenyl]-2-chloropropionate). As a reaction SMILES: [ClH:1].N([O-])=O.[Na+].[C:6]([O:9][C:10]1[C:11]([CH3:33])=[C:12]2[C:17](=[C:18]([CH3:21])[C:19]=1[CH3:20])[O:16][C:15]([CH2:23][O:24][C:25]1[CH:30]=[CH:29][C:28](N)=[CH:27][CH:26]=1)([CH3:22])[CH2:14][C:13]2=[O:32])(=[O:8])[CH3:7].[C:34]([O:38][CH2:39][CH3:40])(=[O:37])[CH:35]=[CH2:36]>O.C1C=CC=CC=1.CC(C)=O>[C:6]([O:9][C:10]1[C:11]([CH3:33])=[C:12]2[C:17](=[C:18]([CH3:21])[C:19]=1[CH3:20])[O:16][C:15]([CH2:23][O:24][C:25]1[CH:30]=[CH:29][C:28]([CH2:36][CH:35]([Cl:1])[C:34]([O:38][CH2:39][CH3:40])=[O:37])=[CH:27][CH:26]=1)([CH3:22])[CH2:14][C:13]2=[O:32])(=[O:8])[CH3:7] |f:1.2|. Reported procedure: 3 ml of concentrated hydrochloric acid and then an aqueous solution of 700 mg of sodium nitrite in 1.1 ml of water were added dropwise to a mixture of 2.1 g of 6-acetoxy-2-(4-aminophenoxymethyl)-2,5,7,8-tetramethylchroman-4-one and 26 ml of acetone, whilst cooling with ice. The mixture was stirred for 30 minutes at the same temperature. 7 g of ethyl acrylate were then added, after which cuprous oxide was added gradually, while keeping the reaction temperature at 30°-35° C. The reaction mixture w...